The task is: describe an organic reaction: reactants, conditions, products, and yield. This data is from the Open Reaction Database (ORD), a public repository of structured organic reaction records. Starting materials: COC(=O)C=1C=NC=2N(C1NC(CC1=CC=CC=C1)=O)N=C(C2)C (2-Methyl-7-phenylacetylamino-pyrazolo[1,5-a]pyrimidine-6-carboxylic acid methyl ester), C1CCOC1 (THF), C[Si](C)(C)[N-][Si](C)(C)C.[Na+] (NaHMDS), C(Cl)Cl (CH2Cl2). Solvent: O (water). Reaction conditions: time 2 hour. Product: CC=1C=C2N(C=3N=C(C=C(C3C=N2)O)O)N1 (2-Methyl-1,4,9,9b-tetraaza-cyclopenta[a]naphthalene-6,8-diol). As a reaction SMILES: CO[C:3]([C:5]1[CH:6]=[N:7][C:8]2[N:9]([N:21]=[C:22]([CH3:24])[CH:23]=2)[C:10]=1[NH:11][C:12](=[O:20])[CH2:13]C1C=CC=CC=1)=[O:4].C1COCC1.C[Si]([N-][Si](C)(C)C)(C)C.[Na+].C(Cl)Cl>O>[CH3:24][C:22]1[CH:23]=[C:8]2[N:7]=[CH:6][C:5]3[C:3]([OH:4])=[CH:13][C:12]([OH:20])=[N:11][C:10]=3[N:9]2[N:21]=1 |f:2.3|. Procedure details: A 250 mL round bottom flask containing Compound (20-1) (1.62 g, 5.0 mmol, 1 eq.), THF (30 mL), and NaHMDS (7.5 mL, 7.5 mmol, 1.5 eq.) was stirred at room temperature for 2 h. The reaction was treated with CH2Cl2 (30 mL) and water (40 mL). The aqueous phase was extracted with CH2Cl2 (2×15 mL). The water layer was acidified with concentrated HCl (˜10 mL). The precipitated solid was filtered and washed with CH2Cl2 (4 mL) to furnish Compound (20-2) as a yellowish solid. The acidified water layer was... Reactants: CCOC(=O)[C@H]1N(C(CC1)=O)C(=O)OC(C)(C)C ((S)-5-oxo-pyrrolidine-1,2-dicarboxylic acid 1-tert-butyl ester 2-ethyl ester), C[Mg]Br (methylmagnesium bromide). Solvent: C1CCOC1 (THF). Run at temperature -43 celsius, time 2 hour. Yields the product C(C)OC([C@H](CCC(C)=O)NC(=O)OC(C)(C)C)=O ((S)-2-tert-Butoxycarbonylamino-5-oxo-hexanoic acid ethyl ester). Yield: 1390.3%. As a reaction SMILES: [CH3:1][CH2:2][O:3][C:4]([C@@H:6]1[CH2:10][CH2:9][C:8](=[O:11])[N:7]1[C:12]([O:14][C:15]([CH3:18])([CH3:17])[CH3:16])=[O:13])=[O:5].[CH3:19][Mg]Br>C1COCC1>[CH2:2]([O:3][C:4](=[O:5])[C@@H:6]([NH:7][C:12]([O:14][C:15]([CH3:18])([CH3:17])[CH3:16])=[O:13])[CH2:10][CH2:9][C:8](=[O:11])[CH3:19])[CH3:1]. Reported procedure: A solution of (S)-5-oxo-pyrrolidine-1,2-dicarboxylic acid 1-tert-butyl ester 2-ethyl ester (20 g, 10 mmol) in dry THF (150 mL) was cooled to −50° C., and then methylmagnesium bromide (31 mL, 93.28 mmol) was added dropwise at a temperature between −50 and −44° C. in 30 min. The reaction mixture was stirred at −43° C. for 2 h and placed in a freezer (ca. −20° C.) overnight. The mixture was quenched with sat. NH4Cl solution and extracted with EtOAc. The combined organic layers were dried over Na2SO... Starting materials: ligroin, C(C1=CC=CC=C1)N1CC(CC1)OC1=CC(=CC(=C1)Cl)Cl (1-benzyl-3-(3,5-dichlorophenoxy)pyrrolidine), C(=O)(Cl)Cl (phosgene). Run in C1=CC=CC=C1 (benzene), C1=CC=CC=C1 (benzene), petroleum ether. Reaction conditions: temperature 5 celsius. Product: ClC=1C=C(OC2CN(CC2)C(=O)Cl)C=C(C1)Cl (3-(3,5-Dichlorophenoxy)-1-pyrrolidinecarbonyl Chloride). As a reaction SMILES: [C:1]([Cl:4])(Cl)=[O:2].C([N:12]1[CH2:16][CH2:15][CH:14]([O:17][C:18]2[CH:23]=[C:22]([Cl:24])[CH:21]=[C:20]([Cl:25])[CH:19]=2)[CH2:13]1)C1C=CC=CC=1>C1C=CC=CC=1>[Cl:24][C:22]1[CH:23]=[C:18]([CH:19]=[C:20]([Cl:25])[CH:21]=1)[O:17][CH:14]1[CH2:15][CH2:16][N:12]([C:1]([Cl:4])=[O:2])[CH2:13]1. Procedure: To a stirred solution of 200 ml of 2 molar phosgene in benzene under nitrogen gas was added dropwise over a 3 hr period, a solution of 115 g (0.358 mole) of 1-benzyl-3-(3,5-dichlorophenoxy)pyrrolidine in 100 ml of benzene. The resulting solution was concentrated on a rotary evaporator to give an oil. The oil was triturated three times with boiling 30/60 petroleum ether, decanting each time. The oil residue solidified on cooling. The solid was taken up in benzene and the solution filtered, charco... Reactants: COC1=CC(=NC(=C1)C1=CC=C(C=C1)NC(C)=O)C(=O)O (4-methoxy-6-(4-acetylaminophenyl)-2-pyridinecarboxylic acid), C(=O)(N1C=NC=C1)N1C=NC=C1 (carbonyldiimidazole), NC1=NN=NN1 (5-aminotetrazole). Yields the product N1N=NN=C1NC(=O)C1=NC(=CC(=C1)OC)C1=CC=C(C=C1)NC(C)=O (N-(5-tetrazolyl)-4-methoxy-6-(4-acetylaminophenyl)-2-pyridinecarboxamide). Yield: 84.5%. Reaction SMILES: [CH3:1][O:2][C:3]1[CH:8]=[C:7]([C:9]2[CH:14]=[CH:13][C:12]([NH:15][C:16](=[O:18])[CH3:17])=[CH:11][CH:10]=2)[N:6]=[C:5]([C:19]([OH:21])=O)[CH:4]=1.C(N1C=CN=C1)(N1C=CN=C1)=O.[NH2:34][C:35]1[NH:39][N:38]=[N:37][N:36]=1>>[NH:36]1[C:35]([NH:34][C:19]([C:5]2[CH:4]=[C:3]([O:2][CH3:1])[CH:8]=[C:7]([C:9]3[CH:10]=[CH:11][C:12]([NH:15][C:16](=[O:18])[CH3:17])=[CH:13][CH:14]=3)[N:6]=2)=[O:21])=[N:39][N:38]=[N:37]1. Procedure: In the same manner as described in Example 1-(1), 4-methoxy-6-(4-acetylaminophenyl)-2-pyridinecarboxylic acid (0.46 g), carbonyldiimidazole (0.29 g) and 5-aminotetrazole (0.15 g) are reacted to give N-(5-tetrazolyl)-4-methoxy-6-(4-acetylaminophenyl)-2-pyridinecarboxamide (0.48 g). M.P. 286°-288° C. (decomp.) (recrystallized from dimethylformamide-ethanol)